This data is from the Open Reaction Database (ORD), a public repository of structured organic reaction records. The task is: describe an organic reaction: reactants, conditions, products, and yield Starting materials: C[Si](C)(C)CCOCN1C(=O)C(Br)(Br)c2cccnc21, C1CCOC1, [Zn]. Yields the product C[Si](C)(C)CCOCN1C(=O)Cc2cccnc21. As a reaction SMILES: [Br:1][C:2]1([Br:20])[C:3](=[O:19])[N:4]([CH2:11][O:12][CH2:13][CH2:14][Si:15]([CH3:16])([CH3:17])[CH3:18])[c:5]2[n:6][cH:7][cH:8][cH:9][c:10]21.[CH2:21]1[O:22][CH2:23][CH2:24][CH2:25]1.[Zn:26]>>[CH2:2]1[C:3](=[O:19])[N:4]([CH2:11][O:12][CH2:13][CH2:14][Si:15]([CH3:16])([CH3:17])[CH3:18])[c:5]2[n:6][cH:7][cH:8][cH:9][c:10]21. The reactants are C=C(C)C1C(CCCCC1)=O (2-(prop-1-en-2-yl)cycloheptanone), CON=CC (acetaldehyde O-methyl oxime), Cl[Sn](Cl)(Cl)Cl (SnCl4). Run in ClCCCl (1,2-dichloroethane). Yields the product CON1C(CCCCC\C=C(\CC1C)/C)=O ((E)-1-methoxy-9,11-dimethylazacycloundec-8-en-2-one). The yield is 89.7%. As a reaction SMILES: [CH2:1]=[C:2]([CH:4]1[CH2:10][CH2:9][CH2:8][CH2:7][CH2:6][C:5]1=[O:11])[CH3:3].[CH3:12][O:13][N:14]=[CH:15][CH3:16].Cl[Sn](Cl)(Cl)Cl>ClCCCl>[CH3:12][O:13][N:14]1[CH:15]([CH3:16])[CH2:3][C:2]([CH3:1])=[CH:4][CH2:10][CH2:9][CH2:8][CH2:7][CH2:6][C:5]1=[O:11]. Procedure: Following the general procedure as described in Example 17, 2-(prop-1-en-2-yl)cycloheptanone (0.97 g, 6.38 mmol), acetaldehyde O-methyl oxime (0.56 g, 7.65 mmol), and SnCl4 (1.66 g, 6.38 mmol) in 1,2-dichloroethane (65 ml) were reacted to give the title product as a colorless liquid (1.29 g, 90% yield). The reactants are [Al+3], C1CCOC1, N#CCCCN1CC=C(c2c[nH]c3ccc(F)cc23)CC1, [H-], [H-], [H-], [H-], [Li+], [Na+], [OH-], O. Yields the product NCCCCN1CC=C(c2c[nH]c3ccc(F)cc23)CC1. Reaction SMILES: [Al+3:23].[CH2:31]1[O:32][CH2:33][CH2:34][CH2:35]1.[F:1][c:2]1[cH:3][c:4]2[c:5]([C:11]3=[CH:16][CH2:15][N:14]([CH2:17][CH2:18][CH2:19][C:20]#[N:21])[CH2:13][CH2:12]3)[cH:6][nH:7][c:8]2[cH:9][cH:10]1.[H-:22].[H-:25].[H-:26].[H-:27].[Li+:24].[Na+:30].[OH-:29].[OH2:28]>>[F:1][c:2]1[cH:3][c:4]2[c:5]([C:11]3=[CH:16][CH2:15][N:14]([CH2:17][CH2:18][CH2:19][CH2:20][NH2:21])[CH2:13][CH2:12]3)[cH:6][nH:7][c:8]2[cH:9][cH:10]1. Reactants: ClC1=CC=C(C=C1)C(C(C#N)C1=CC=NC=C1)=O (3-(4-chlorophenyl)-3-oxo-2-(pyridin-4-yl)propanenitrile), P(Cl)(Cl)Cl (phosphorous trichloride), NN (hydrazine). The solvent is C(C)#N (acetonitrile). Yields the product NC1=C(C(=NN1)C1=CC=C(C=C1)Cl)C1=CC=NC=C1 (5-amino-3-(4-chlorophenyl)-4-(pyridin-4-yl)-pyrazole). Yield: 54.3%. As a reaction SMILES: [Cl:1][C:2]1[CH:7]=[CH:6][C:5]([C:8](=O)[CH:9]([C:12]2[CH:17]=[CH:16][N:15]=[CH:14][CH:13]=2)[C:10]#[N:11])=[CH:4][CH:3]=1.P(Cl)(Cl)Cl.[NH2:23][NH2:24]>C(#N)C>[NH2:11][C:10]1[NH:24][N:23]=[C:8]([C:5]2[CH:6]=[CH:7][C:2]([Cl:1])=[CH:3][CH:4]=2)[C:9]=1[C:12]1[CH:17]=[CH:16][N:15]=[CH:14][CH:13]=1. Procedure: A solution of 3-(4-chlorophenyl)-3-oxo-2-(pyridin-4-yl)propanenitrile (3.50 g, 13.6 mmol) in 40 mL acetonitrile and phosphorous trichloride (14.2 ml, 163 mmol) was stirred at 100° C. for 5 hours. The reaction mixture was concentrated in vacuo, and the residue taken up in toluene and concentrated again. The residue was then taken up in ethanol (150 mL) and treated with anhydrous hydrazine (1.71 mL, 54.4 mmol). The reaction mixture was heated to reflux for 3 hours, cooled, and concentrated in vacu...